Dataset: the Open Reaction Database (ORD), a public repository of structured organic reaction records. Task: describe an organic reaction: reactants, conditions, products, and yield Starting materials: ClC=1C=CC=C2C(C(C(C3(CCOCC3)C12)=O)C(=O)OCC)O (ethyl 8-chloro-4-hydroxy-2-oxo-2′,3′,5′,6′-tetrahydro-4H-spiro[naphthalene-1,4′-pyran]-3-carboxylate), Cl.NCC(=O)OC(C)(C)C (tert-butyl 2-aminoacetate hydrochloride), C(C)N(C(C)C)C(C)C (N-ethyl-N-isopropylpropan-2-amine). The solvent is O (H2O), CCOC(=O)C (EtOAc), O1CCOCC1 (dioxane). Run at temperature 100 celsius, time 2.5 hour. Product: C(C)(C)(C)OC(CNC(=O)C1=C(C2(CCOCC2)C2=C(C=CC=C2C1=O)Cl)O)=O (t-butyl-N-((8-chloro-2-hydroxy-4-oxo-2′,3′,5′,6′-tetrahydro-4H-spiro[naphthalene-1,4′-pyran]-3-yl)carbonyl)glycinate). Yield: 38.5%. Reaction SMILES: [Cl:1][C:2]1[CH:3]=[CH:4][CH:5]=[C:6]2[C:16]=1[C:10]1([CH2:15][CH2:14][O:13][CH2:12][CH2:11]1)[C:9](=[O:17])[CH:8]([C:18](OCC)=[O:19])[CH:7]2[OH:23].Cl.[NH2:25][CH2:26][C:27]([O:29][C:30]([CH3:33])([CH3:32])[CH3:31])=[O:28].C(N(C(C)C)C(C)C)C>O1CCOCC1.O.CCOC(C)=O>[C:30]([O:29][C:27](=[O:28])[CH2:26][NH:25][C:18]([C:8]1[C:7](=[O:23])[C:6]2[C:16](=[C:2]([Cl:1])[CH:3]=[CH:4][CH:5]=2)[C:10]2([CH2:11][CH2:12][O:13][CH2:14][CH2:15]2)[C:9]=1[OH:17])=[O:19])([CH3:33])([CH3:32])[CH3:31] |f:1.2|. Procedure: A mixture of ethyl 8-chloro-4-hydroxy-2-oxo-2′,3′,5′,6′-tetrahydro-4H-spiro[naphthalene-1,4′-pyran]-3-carboxylate (0.27 g, 0.80 mmol), and tert-butyl 2-aminoacetate hydrochloride (0.20 g, 1.2 mmol) in 1 mL dioxane was treated with N-ethyl-N-isopropylpropan-2-amine (0.26 g, 2.0 mmol). The mixture was warmed to 100° C. and stirred for 2.5 hours. The mixture was then cooled to room temperature, diluted with 20 mL H2O and 100 mL EtOAc. The organic layer was separated, dried over anhydrous sodium sul... The reactants are N(=NC(=O)OCC)C(=O)OCC (Diethyl azodicarboxylate), OC=1C=C(C=C(C1)C)OS(=O)(=O)C1=C(C=CC=C1)Cl (2-chlorobenzenesulfonic acid 3-hydroxy-5-methylphenyl ester), C1(=CC=CC=C1)P(C1=CC=CC=C1)C1=CC=CC=C1 (triphenylphosphine), O1CCCC1 (tetrahydrofuran), O(C(C)(C)C)C(=O)N1CCC(CC1)CO (N-tert-butoxylcarbonyl4-piperidinemethanol). Run at temperature 0 celsius, time 3 hour. Product: Cl.C(C)(=N)N1CCC(CC1)COC=1C=C(C=C(C1)C)OS(=O)(=O)C1=C(C=CC=C1)Cl (2-Chlorobenzenesulfonic Acid 3-[(1-Acetimidoylpiperidin4-yl)Methoxy]-5-Methylphenyl Ester Hydrochloride). The yield is 90.0%. As a reaction SMILES: [N:1](C(OCC)=O)=NC(OCC)=O.[OH:13][C:14]1[CH:15]=[C:16]([O:21][S:22]([C:25]2[CH:30]=[CH:29][CH:28]=[CH:27][C:26]=2[Cl:31])(=[O:24])=[O:23])[CH:17]=[C:18]([CH3:20])[CH:19]=1.O(C([N:39]1[CH2:44][CH2:43]C(CO)[CH2:41][CH2:40]1)=O)C(C)(C)C.C1(P(C2C=CC=CC=2)C2C=CC=CC=2)C=CC=CC=1.O1[CH2:70][CH2:69][CH2:68][CH2:67]1>>[ClH:31].[C:40]([N:39]1[CH2:44][CH2:43][CH:69]([CH2:70][O:13][C:14]2[CH:15]=[C:16]([O:21][S:22]([C:25]3[CH:30]=[CH:29][CH:28]=[CH:27][C:26]=3[Cl:31])(=[O:24])=[O:23])[CH:17]=[C:18]([CH3:20])[CH:19]=2)[CH2:68][CH2:67]1)(=[NH:1])[CH3:41] |f:5.6|. Procedure: Diethyl azodicarboxylate (349 mg, 2.0 mmol) was added to a solution of 2-chlorobenzenesulfonic acid 3-hydroxy-5-methylphenyl ester (600 mg, 2.0 mmol), as prepared in the preceding step, N-tert-butoxylcarbonyl4-piperidinemethanol (430 mg, 2.0 mmol), as prepared in step (b), and triphenylphosphine (525 mg, 2.0 mmol) in tetrahydrofuran (15 mL) at 0° C. The reaction mixture was stirred at 0° C. for 2 h and at room temperature for 3 h. The reaction mixture was quenched with water (50 mL) and was extr... Reactants: Cc1cc(Br)ccc1C(=O)O, CCN=C=NCCCN(CC)CC, CN(C)C=O, Cl, NCC(F)(F)F, O. Product: Cc1cc(Br)ccc1C(=O)NCC(F)(F)F. Reaction SMILES: [Br:1][c:2]1[cH:3][c:4]([CH3:11])[c:5]([C:6](=[O:7])[OH:8])[cH:9][cH:10]1.[CH2:19]([N:20]([CH2:21][CH3:22])[CH2:23][CH2:24][CH2:25][N:26]=[C:27]=[N:28][CH2:29][CH3:30])[CH3:31].[CH3:33][N:34]([CH3:35])[CH:36]=[O:37].[ClH:18].[F:12][C:13]([CH2:14][NH2:15])([F:16])[F:17].[OH2:32]>>[Br:1][c:2]1[cH:3][c:4]([CH3:11])[c:5]([C:6](=[O:8])[NH:15][CH2:14][C:13]([F:12])([F:16])[F:17])[cH:9][cH:10]1.